Dataset: the Open Reaction Database (ORD), a public repository of structured organic reaction records. Task: describe an organic reaction: reactants, conditions, products, and yield Starting materials: Cl.C(C1=CC=CC=C1)N1C[C@@H]2[C@H](CC1)C=1C(=CC=CC1C2)OC (cis-2-benzyl-5-methoxy-2,3,4,4a,9,9a-hexahydro-1H-indeno[2,1-c]pyridine hydrochloride). Reagents/catalysts: [Pd] (Pd/C). Solvent: CO (methanol). Yields the product Cl.COC1=CC=CC=2C[C@@H]3CNCC[C@@H]3C12 (cis-5-methoxy-2,3,4,4a,9,9a-hexahydro-1H-indeno[2,1-c]pyridine hydrochloride). Yield: 82.6%. Reaction SMILES: [ClH:1].C([N:9]1[CH2:14][CH2:13][C@@H:12]2[C:15]3[C:16]([O:22][CH3:23])=[CH:17][CH:18]=[CH:19][C:20]=3[CH2:21][C@@H:11]2[CH2:10]1)C1C=CC=CC=1>CO.[Pd]>[ClH:1].[CH3:23][O:22][C:16]1[C:15]2[C@@H:12]3[C@@H:11]([CH2:10][NH:9][CH2:14][CH2:13]3)[CH2:21][C:20]=2[CH:19]=[CH:18][CH:17]=1 |f:0.1,4.5|. Procedure: The product from Example 41 (1.80 g) was combined with 0.90 g 20% Pd/C in 100 ml methanol and evaporated to yield 1.08 g of the desired product as a white solid, mp: 140°-3° C. NMR (d6DMSO) δ 1.70 (m, 1H), 2.02 (m, 1H), 2.60 (m, 1H), 2.78-3.30 (m, 7H), 3.77 (s, 3H), 6.80 (d, 1H), 6.84 (d, 1H), 7.15 (t, 1H). Starting materials: [Al+3], C1CCOC1, O=C(CCC(F)(F)C(F)(F)C(F)(F)C(F)(F)F)N(CCCC(F)(F)C(F)(F)C(F)(F)C(F)(F)F)CCCC(F)(F)C(F)(F)C(F)(F)C(F)(F)F, [H-], [H-], [H-], [H-], [Li+], O. Product: FC(F)(F)C(F)(F)C(F)(F)C(F)(F)CCCN(CCCC(F)(F)C(F)(F)C(F)(F)C(F)(F)F)CCCC(F)(F)C(F)(F)C(F)(F)C(F)(F)F. Reaction SMILES: [Al+3:2].[CH2:7]1[O:8][CH2:9][CH2:10][CH2:11]1.[F:12][C:13]([CH2:14][CH2:15][CH2:16][N:17]([C:18]([CH2:19][CH2:20][C:21]([C:22]([C:23]([C:24]([F:25])([F:26])[F:27])([F:28])[F:29])([F:30])[F:31])([F:32])[F:33])=[O:34])[CH2:35][CH2:36][CH2:37][C:38]([C:39]([C:40]([C:41]([F:42])([F:43])[F:44])([F:45])[F:46])([F:47])[F:48])([F:49])[F:50])([C:51]([C:52]([C:53]([F:54])([F:55])[F:56])([F:57])[F:58])([F:59])[F:60])[F:61].[H-:1].[H-:4].[H-:5].[H-:6].[Li+:3].[OH2:62]>>[F:12][C:13]([CH2:14][CH2:15][CH2:16][N:17]([CH2:18][CH2:19][CH2:20][C:21]([C:22]([C:23]([C:24]([F:25])([F:26])[F:27])([F:28])[F:29])([F:30])[F:31])([F:32])[F:33])[CH2:35][CH2:36][CH2:37][C:38]([C:39]([C:40]([C:41]([F:42])([F:43])[F:44])([F:45])[F:46])([F:47])[F:48])([F:49])[F:50])([C:51]([C:52]([C:53]([F:54])([F:55])[F:56])([F:57])[F:58])([F:59])[F:60])[F:61]. Starting materials: N1C=2C3=C(C=NC2CCC1)C=CC=C3 (1,2,3,4-tetrahydrobenzo[c]-1,5-naphthyridine), BrC(C(=O)Br)C (2-bromopropionyl bromide). Run in C(C)OCC (diethyl ether). Reaction conditions: time 3 hour. The product is Br.BrC(C(=O)N1C=2C3=C(C=NC2CCC1)C=CC=C3)C (1-(2-Bromopropionyl)-1,2,3,4-tetrahydrobenzo[c]-1,5-naphthyridine hydrobromide). Reaction SMILES: [NH:1]1[CH2:10][CH2:9][CH2:8][C:7]2[N:6]=[CH:5][C:4]3[CH:11]=[CH:12][CH:13]=[CH:14][C:3]=3[C:2]1=2.[Br:15][CH:16]([CH3:20])[C:17](Br)=[O:18]>C(OCC)C>[BrH:15].[Br:15][CH:16]([CH3:20])[C:17]([N:1]1[CH2:10][CH2:9][CH2:8][C:7]2[N:6]=[CH:5][C:4]3[CH:11]=[CH:12][CH:13]=[CH:14][C:3]=3[C:2]1=2)=[O:18] |f:3.4|. Procedure details: A solution of 15.0 g of 1,2,3,4-tetrahydrobenzo[c]-1,5-naphthyridine in 24 ml of 2-bromopropionyl bromide was stirred overnight at ambient temperature. The solution was then diluted with anhydrous diethyl ether and stirred for approximately 3 hours at ambient temperature. A precipitate separated from the solution. The precipitate was collected by vacuum filtration and dried under vacuum at 40° C. overnight. The solid was recrystallized from a mixture of 95% ethanol and anhydrous diethyl ether (1...